Dataset: the Open Reaction Database (ORD), a public repository of structured organic reaction records. Task: describe an organic reaction: reactants, conditions, products, and yield Reactants: C([O-])(O)=O.[Na+] (sodium bicarbonate), C(=O)O (formic acid), C(C)(=O)OC(C)=O (acetic anhydride), ClCC(=O)C1=C(C=CC=C1)NC (2-chloro-2'-(methylamino)acetophenone). Run in ClCCl (dichloromethane), O (water), ClCCl (dichloromethane). Reaction conditions: time 3 hour. The product is ClCC(=O)C1=C(N(C=O)C)C=CC=C1 (2'-(2-chloro-acetyl)-N-methylformanilide). Reaction SMILES: [CH:1]([OH:3])=O.C(OC(=O)C)(=O)C.[Cl:11][CH2:12][C:13]([C:15]1[CH:20]=[CH:19][CH:18]=[CH:17][C:16]=1[NH:21][CH3:22])=[O:14].C(=O)(O)[O-].[Na+]>ClCCl.O>[Cl:11][CH2:12][C:13]([C:15]1[CH:20]=[CH:19][CH:18]=[CH:17][C:16]=1[N:21]([CH3:22])[CH:1]=[O:3])=[O:14] |f:3.4|. Reported procedure: A mixture of formic acid (2.3 ml) and acetic anhydride (3.6 ml) was heated at 50 to 60° for 2 hours, cooled to 0 to 5° and dichloromethane (10 ml) added. A solution of 2-chloro-2'-(methylamino)acetophenone (1.6 g) in dichloromethane (25 ml) was added and the solution then stirred at 10°-20° for 3 hours. The solution was cooled to 0 to 5° and water (50 ml) followed by aqueous sodium bicarbonate (1M, 50 ml) was added. The layers were separated and the aqueous layer was extracted with dichlorometha... Reactants: BrC1=CC=C(C=C1)F (p-bromofluorobenzene), O(C1=CC=CC=C1)CCCN1CCC(C(=O)OCC)CC1 (ethyl N-(3-phenoxypropyl)isonipecotate), [Mg] (magnesium), [Cl-].[NH4+] (ammonium chloride), C(C(=O)O)(=O)O (oxalic acid). Run in O1CCCC1 (tetrahydrofuran), O1CCCC1 (tetrahydrofuran), CO (methanol). Conditions: time 1 hour. The product is C(C(=O)O)(=O)O.FC1=CC=C(C=C1)C(O)(C1CCN(CC1)CCCOC1=CC=CC=C1)C1=CC=C(C=C1)F (α,α-Bis(4-fluorophenyl)-1-(3-phenoxypropyl)-4-piperidinemethanol oxalate). RXN SMILES: [Mg].Br[C:3]1[CH:8]=[CH:7][C:6]([F:9])=[CH:5][CH:4]=1.[O:10]([CH2:17][CH2:18][CH2:19][N:20]1[CH2:30][CH2:29][CH:23]([C:24]([O:26]CC)=O)[CH2:22][CH2:21]1)[C:11]1[CH:16]=[CH:15][CH:14]=[CH:13][CH:12]=1.[Cl-].[NH4+].[C:33]([OH:38])(=[O:37])[C:34]([OH:36])=[O:35]>O1CCCC1.CO>[C:33]([OH:38])(=[O:37])[C:34]([OH:36])=[O:35].[F:9][C:6]1[CH:7]=[CH:8][C:3]([C:24]([C:34]2[CH:33]=[CH:7][C:6]([F:9])=[CH:5][CH:4]=2)([CH:23]2[CH2:22][CH2:21][N:20]([CH2:19][CH2:18][CH2:17][O:10][C:11]3[CH:12]=[CH:13][CH:14]=[CH:15][CH:16]=3)[CH2:30][CH2:29]2)[OH:26])=[CH:4][CH:5]=1 |f:3.4,8.9|. Procedure: To a mixture of 5.10 g (0.21 mole) of magnesium turnings and a crystal of iodine in 800 ml of drytetrahydrofuran (distilled from lithium aluminum hydride) was added a solution of 36.75 g (0.21 mole) of p-bromofluorobenzene in 100 ml of tetrahydrofuran. The reaction flask was cooled in an ice bath during this addition, and the reaction mixture was under an atmosphere of nitrogen. The mixture was stirred at ambient temperature for 1 hr. A solution of 20.17 g (0.0693 mole) of ethyl N-(3-phenoxyprop... The reactants are NC1=C2C(=NC=N1)N(N=C2C2=C(C=C(C=C2)OC2=CC=CC=C2)F)CC2N(CC2)C(CC#N)=O (3-[2-[[4-amino-3-(2-fluoro-4-phenoxy-phenyl)pyrazolo[3,4-d]pyrimidin-1-yl]methyl]azetidin-1-yl]-3-oxo-propanenitrile), CC(C=O)(C)N1CCOCC1 (2-methyl-2-morpholino-propanal), N1CCCC1 (pyrrolidine), [Si](C)(C)(C)Cl (TMS-Cl). The solvent is C(Cl)Cl (DCM). Conditions: time 1 hour. Product: NC1=C2C(=NC=N1)N(N=C2C2=C(C=C(C=C2)OC2=CC=CC=C2)F)CC2N(CC2)C(=O)C(C#N)=CC(C)(N2CCOCC2)C (2-[2-[[4-amino-3-(2-fluoro-4-phenoxy-phenyl)pyrazolo[3,4-d]pyrimidin-1-yl]methyl]azetidine-1-carbonyl]-4-methyl-4-morpholino-pent-2-enenitrile). Isolated yield 19.3%. As a reaction SMILES: [NH2:1][C:2]1[N:7]=[CH:6][N:5]=[C:4]2[N:8]([CH2:25][CH:26]3[CH2:29][CH2:28][N:27]3[C:30](=[O:34])[CH2:31][C:32]#[N:33])[N:9]=[C:10]([C:11]3[CH:16]=[CH:15][C:14]([O:17][C:18]4[CH:23]=[CH:22][CH:21]=[CH:20][CH:19]=4)=[CH:13][C:12]=3[F:24])[C:3]=12.[CH3:35][C:36]([N:40]1[CH2:45][CH2:44][O:43][CH2:42][CH2:41]1)([CH3:39])[CH:37]=O.N1CCCC1.[Si](Cl)(C)(C)C>C(Cl)Cl>[NH2:1][C:2]1[N:7]=[CH:6][N:5]=[C:4]2[N:8]([CH2:25][CH:26]3[CH2:29][CH2:28][N:27]3[C:30]([C:31](=[CH:35][C:36]([CH3:39])([N:40]3[CH2:45][CH2:44][O:43][CH2:42][CH2:41]3)[CH3:37])[C:32]#[N:33])=[O:34])[N:9]=[C:10]([C:11]3[CH:16]=[CH:15][C:14]([O:17][C:18]4[CH:19]=[CH:20][CH:21]=[CH:22][CH:23]=4)=[CH:13][C:12]=3[F:24])[C:3]=12. Reported procedure: To the mixture of 3-[2-[[4-amino-3-(2-fluoro-4-phenoxy-phenyl)pyrazolo[3,4-d]pyrimidin-1-yl]methyl]azetidin-1-yl]-3-oxo-propanenitrile (90.6 mg, 0.200 mmol), 2-methyl-2-morpholino-propanal (98.3 mg, 0.590 mmol) in DCM (2 mL) in an ice bath was added pyrrolidine (0.1 mL, 1.19 mmol) and TMS-Cl (0.1 mL, 0.79 mmol). The ice bath was removed and the reaction mixture was stirred at room temperature for 1 hour and the reaction mixture directly loaded on silica gel plate, purified by EtOH:CH2Cl2 5% to g... The reactants are CCNCCC(=O)OCC, Cc1ccccc1, CCOC(=O)c1cc2cc(F)c(F)cc2nc1Cl, [Na+], [Na+], O=C([O-])[O-]. The product is CCOC(=O)CCN(CC)c1nc2cc(F)c(F)cc2cc1C(=O)OCC. As a reaction SMILES: [CH2:25]([CH3:26])[NH:27][CH2:28][CH2:29][C:30](=[O:31])[O:32][CH2:33][CH3:34].[CH3:35][c:36]1[cH:37][cH:38][cH:39][cH:40][cH:41]1.[Cl:7][c:8]1[n:9][c:10]2[cH:11][c:12]([F:24])[c:13]([F:23])[cH:14][c:15]2[cH:16][c:17]1[C:18](=[O:19])[O:20][CH2:21][CH3:22].[Na+:1].[Na+:2].[O-:3][C:4](=[O:5])[O-:6]>>[c:8]1([N:27]([CH2:25][CH3:26])[CH2:28][CH2:29][C:30](=[O:31])[O:32][CH2:33][CH3:34])[n:9][c:10]2[cH:11][c:12]([F:24])[c:13]([F:23])[cH:14][c:15]2[cH:16][c:17]1[C:18](=[O:19])[O:20][CH2:21][CH3:22]. Starting materials: CC(C)(C)c1ccc(-c2nc(CBr)no2)cc1, O=C([O-])[O-], CCCc1cc2c(C(F)(F)F)c(C#N)ccc2[nH]1, CC#N, [Cs+], [Cs+]. The product is CCCc1cc2c(C(F)(F)F)c(C#N)ccc2n1Cc1noc(-c2ccc(C(C)(C)C)cc2)n1. Reaction SMILES: [Br:25][CH2:26][c:27]1[n:28][o:29][c:30](-[c:32]2[cH:33][cH:34][c:35]([C:38]([CH3:39])([CH3:40])[CH3:41])[cH:36][cH:37]2)[n:31]1.[C:19](=[O:20])([O-:21])[O-:22].[CH2:1]([CH2:2][CH3:3])[c:4]1[nH:5][c:6]2[cH:7][cH:8][c:9]([C:17]#[N:18])[c:10]([C:13]([F:14])([F:15])[F:16])[c:11]2[cH:12]1.[CH3:42][C:43]#[N:44].[Cs+:23].[Cs+:24]>>[CH2:1]([CH2:2][CH3:3])[c:4]1[n:5]([CH2:26][c:27]2[n:28][o:29][c:30](-[c:32]3[cH:33][cH:34][c:35]([C:38]([CH3:39])([CH3:40])[CH3:41])[cH:36][cH:37]3)[n:31]2)[c:6]2[cH:7][cH:8][c:9]([C:17]#[N:18])[c:10]([C:13]([F:14])([F:15])[F:16])[c:11]2[cH:12]1.